From a dataset of the Open Reaction Database (ORD), a public repository of structured organic reaction records. describe an organic reaction: reactants, conditions, products, and yield Reactants: C=O (paraformaldehyde), C(C)(C)N(CC)C(C)C (Diisopropyl-ethylamine), C[Si](C)(C)C(C(=O)N)[Si](C)(C)C (bis-(trimethylsilyl) acetamide), C(C)OC(C(CC(C)C)CP(=O)OCC)=O (2-(ethoxy)phosphinoylmethyl-4-methylpentanoic acid ethyl ester). The solvent is C1CCOC1.C(Cl)Cl (THF CH2Cl2). Run at temperature 0 celsius. Product: C(C)OC(C(CC(C)C)(OCC)CP(=O)CO)=O (2-(ethoxy)(hydroxymethyl)phosphinoylmethyl-4-methylpentanoic acid ethyl ester). Reaction SMILES: [CH2:1]([O:3][C:4](=[O:16])[CH:5]([CH2:10][PH:11]([O:13]CC)=O)[CH2:6][CH:7]([CH3:9])[CH3:8])[CH3:2].C(N(C(C)C)CC)(C)C.C[Si]([CH:30]([Si](C)(C)C)[C:31](N)=[O:32])(C)C.[CH2:38]=[O:39]>C1COCC1.C(Cl)Cl>[CH2:1]([O:3][C:4](=[O:16])[C:5]([CH2:10][PH:11]([CH2:38][OH:39])=[O:13])([O:32][CH2:31][CH3:30])[CH2:6][CH:7]([CH3:8])[CH3:9])[CH3:2] |f:4.5|. Procedure details: Crude 2-(ethoxy)phosphinoylmethyl-4-methylpentanoic acid ethyl ester (26 g) was dissolved in 600 mL THF/CH2Cl2 (50/50) and cooled to 0° C. Diisopropyl-ethylamine (32 mL) and 90.8 mL of bis-(trimethylsilyl) acetamide were then added to the solution and the resulting mixture was stirred for 20 minutes before paraformaldehyde (5.5 g) was added. The solution was brought to room temperature and heated at 37° C. for 18 hours. The solvent was removed by evaporation, and the resulting oil dissolved in 2... The product is Cl.Cl.Cl.CSC=1C=C(C=CC1)N(CC=1C=CC(=NC1)C1=CC(=C(C(=C1)OC)OC)OC)C1CCN(CC1)CC1=CC(=NC=C1)C1=CC(=C(C(=C1)OC)OC)OC (4-[N-(3-Methylthiophenyl)-N-[[2-(3,4,5-trimethoxyphenyl)pyridin-5-yl]methyl]amino]-1-[[2-(3,4,5-trimethoxyphenyl)pyridin-4-yl]methyl]piperidine Trihydrochloride). The reactants are CSC=1C=C(NC2CCN(CC2)CC2=CC(=NC=C2)C2=CC(=C(C(=C2)OC)OC)OC)C=CC1 (4-(3-Methylthioanilino)-1-[[2-(3,4,5-trimethoxyphenyl)pyridin-4-yl]methyl]piperidine), ClCC=1C=CC(=NC1)C1=CC(=C(C(=C1)OC)OC)OC (5-chloromethyl-2-(3,4,5-trimethoxyphenyl)pyridine). Reported procedure: 4-(3-Methylthioanilino)-1-[[2-(3,4,5-trimethoxyphenyl)pyridin-4-yl]methyl]piperidine (143 mg) and 5-chloromethyl-2-(3,4,5-trimethoxyphenyl)pyridine (114 mg) were condensed in the same manner as described in Example 9. The title compound was obtained as yellow powder after converting a free base to a trihydrochloride. As a reaction SMILES: [CH3:1][S:2][C:3]1[CH:4]=[C:5]([CH:32]=[CH:33][CH:34]=1)[NH:6][CH:7]1[CH2:12][CH2:11][N:10]([CH2:13][C:14]2[CH:19]=[CH:18][N:17]=[C:16]([C:20]3[CH:25]=[C:24]([O:26][CH3:27])[C:23]([O:28][CH3:29])=[C:22]([O:30][CH3:31])[CH:21]=3)[CH:15]=2)[CH2:9][CH2:8]1.[Cl:35][CH2:36][C:37]1[CH:38]=[CH:39][C:40]([C:43]2[CH:48]=[C:47]([O:49][CH3:50])[C:46]([O:51][CH3:52])=[C:45]([O:53][CH3:54])[CH:44]=2)=[N:41][CH:42]=1>>[ClH:35].[ClH:35].[ClH:35].[CH3:1][S:2][C:3]1[CH:4]=[C:5]([N:6]([CH:7]2[CH2:8][CH2:9][N:10]([CH2:13][C:14]3[CH:19]=[CH:18][N:17]=[C:16]([C:20]4[CH:21]=[C:22]([O:30][CH3:31])[C:23]([O:28][CH3:29])=[C:24]([O:26][CH3:27])[CH:25]=4)[CH:15]=3)[CH2:11][CH2:12]2)[CH2:36][C:37]2[CH:38]=[CH:39][C:40]([C:43]3[CH:48]=[C:47]([O:49][CH3:50])[C:46]([O:51][CH3:52])=[C:45]([O:53][CH3:54])[CH:44]=3)=[N:41][CH:42]=2)[CH:32]=[CH:33][CH:34]=1 |f:2.3.4.5|. Starting materials: ClC1=CC=C(C=C1)NC1=C2N=CN(C2=NC(=N1)S(=O)(=O)C)CC (N-(4-Chlorophenyl)-9-ethyl-2-(methylsulfonyl)-9H-purin-6-amine), [C-]#N.[Na+] (sodium cyanide). Run in CS(=O)C (dimethylsulphoxide). Conditions: time 72 hour. Product: ClC1=CC=C(C=C1)NC1=C2N=CN(C2=NC(=N1)C#N)CC (6-[(4-Chlorophenyl)amino]-9-ethyl-9H-purine-2-carbonitrile). RXN SMILES: [Cl:1][C:2]1[CH:7]=[CH:6][C:5]([NH:8][C:9]2[N:17]=[C:16](S(C)(=O)=O)[N:15]=[C:14]3[C:10]=2[N:11]=[CH:12][N:13]3[CH2:22][CH3:23])=[CH:4][CH:3]=1.[C-:24]#[N:25].[Na+]>CS(C)=O>[Cl:1][C:2]1[CH:7]=[CH:6][C:5]([NH:8][C:9]2[N:17]=[C:16]([C:24]#[N:25])[N:15]=[C:14]3[C:10]=2[N:11]=[CH:12][N:13]3[CH2:22][CH3:23])=[CH:4][CH:3]=1 |f:1.2|. Procedure: A mixture of the product from step (iv) (0.13 g) and sodium cyanide (0.054 g) in dimethylsulphoxide (3 ml) was stirred at room temperature for 72 h then partitioned between ethyl acetate and water. The organic layer was washed with water, dried (MgSO4), evaporated under reduced pressure and the residue purified by chromatography on silica eluting with 2:1 ethyl acetate in isohexane. Yield 0.035 g The reactants are C(C)OC(CC=1C=NC(=C(C1)C1=C(C=C(C=C1)C(F)(F)F)CNCC)OC)=O ([5-(2-Ethylaminomethyl-4-trifluoromethyl-phenyl)-6-methoxy-pyridin-3-yl]-acetic acid ethyl ester), ClC(=O)OCC (ethyl chloroformate). The product is C(C)OC(CC=1C=NC(=C(C1)C1=C(C=C(C=C1)C(F)(F)F)CN(CC)C(=O)OCC)OC)=O ((5-{2-[(N-ethoxycarbonyl-N-ethyl-amino)-methyl]-4-trifluoromethyl-phenyl}-6-methoxy-pyridin-3-yl)-acetic acid ethyl ester). Reaction SMILES: [CH2:1]([O:3][C:4](=[O:28])[CH2:5][C:6]1[CH:7]=[N:8][C:9]([O:26][CH3:27])=[C:10]([C:12]2[CH:17]=[CH:16][C:15]([C:18]([F:21])([F:20])[F:19])=[CH:14][C:13]=2[CH2:22][NH:23][CH2:24][CH3:25])[CH:11]=1)[CH3:2].Cl[C:30]([O:32][CH2:33][CH3:34])=[O:31]>>[CH2:1]([O:3][C:4](=[O:28])[CH2:5][C:6]1[CH:7]=[N:8][C:9]([O:26][CH3:27])=[C:10]([C:12]2[CH:17]=[CH:16][C:15]([C:18]([F:20])([F:19])[F:21])=[CH:14][C:13]=2[CH2:22][N:23]([C:30]([O:32][CH2:33][CH3:34])=[O:31])[CH2:24][CH3:25])[CH:11]=1)[CH3:2]. Reported procedure: [5-(2-Ethylaminomethyl-4-trifluoromethyl-phenyl)-6-methoxy-pyridin-3-yl]-acetic acid ethyl ester and ethyl chloroformate were reacted as described in Example 5, Step 4 to provide (5-{2-[(N-ethoxycarbonyl-N-ethyl-amino)-methyl]-4-trifluoromethyl-phenyl}-6-methoxy-pyridin-3-yl)-acetic acid ethyl ester. The ester was hydrolyzed to the acid as described in Example 3, Step 7.